This data is from the Open Reaction Database (ORD), a public repository of structured organic reaction records. The task is: describe an organic reaction: reactants, conditions, products, and yield Starting materials: [OH-].[Na+] (sodium hydroxide), N[C@H]1CC[C@H](CC1)C(=O)O (Cis-4-Aminocyclohexanecarboxylic acid), N=1ON=C2C1C=CC(=C2)C(=O)Cl ([2,1,3]-benzoxadiazole-5-carbonylchloride), S(O)(O)(=O)=O (sulfuric acid), [H-].[Al+3].[Li+].[H-].[H-].[H-] (lithium aluminum hydride). Run in CCCCCC (hexane), C1CCOC1 (THF), O (Water), ClCCl (dichloromethane). Product: C12N(CC(CC1)CC2)C(=O)C2=CC=1C(=NON1)C=C2 (2-Azabicyclo[2.2.2]oct-2-yl([2,1,3]-benzoxadiazol-5-yl)methanone). Isolated yield 76.0%. Reaction SMILES: [NH2:1][C@@H:2]1[CH2:7][CH2:6][C@H:5]([C:8](O)=O)[CH2:4][CH2:3]1.[H-].[Al+3].[Li+].[H-].[H-].[H-].[OH-].[Na+].[N:19]1[O:20][N:21]=[C:22]2[CH:27]=[C:26]([C:28](Cl)=[O:29])[CH:25]=[CH:24][C:23]=12.S(=O)(=O)(O)O>ClCCl.O.CCCCCC.C1COCC1>[CH:2]12[CH2:7][CH2:6][CH:5]([CH2:4][CH2:3]1)[CH2:8][N:1]2[C:28]([C:26]1[CH:25]=[CH:24][C:23]2=[N:19][O:20][N:21]=[C:22]2[CH:27]=1)=[O:29] |f:1.2.3.4.5.6,7.8|. Procedure details: Cis-4-Aminocyclohexanecarboxylic acid (2.0 g 13.96 mmol) was heated in a flask with a heat gun for 15 minutes. After cooling to room temperature, THF (70 ml) was added followed by lithium aluminum hydride (4 g), slowly and portion wise, and the mixture heated at 65° C. for 1 h. The mixture was cooled, and hexane (70 ml) and sodium hydroxide solution (5 ml) were added whilst rapidly stirring. Celite (5 g) was added and the mixture stirred overnight. The solids were removed by filtration and washe...